Dataset: the Open Reaction Database (ORD), a public repository of structured organic reaction records. Task: describe an organic reaction: reactants, conditions, products, and yield Reactants: C1(=CC=CC=C1)S(=O)(=O)NC(CC(=O)O)C (N-benzenesulfonyl-3 aminobutyric acid), CC(CC)O (2-butanol), C1(=CC=CC=C1)C (toluene), OS(=O)(=O)O (H2SO4). Run in O (water). Yields the product C(C)(CC)OC(CC(C)NS(=O)(=O)C1=CC=CC=C1)=O (N-benzenesulfonyl-3-aminobutyric acid-sec butyl ester). RXN SMILES: [C:1]1([S:7]([NH:10][CH:11]([CH3:16])[CH2:12][C:13]([OH:15])=[O:14])(=[O:9])=[O:8])[CH:6]=[CH:5][CH:4]=[CH:3][CH:2]=1.[CH3:17][CH:18](O)[CH2:19][CH3:20].C1(C)C=CC=CC=1.OS(O)(=O)=O>O>[CH:18]([O:14][C:13](=[O:15])[CH2:12][CH:11]([NH:10][S:7]([C:1]1[CH:2]=[CH:3][CH:4]=[CH:5][CH:6]=1)(=[O:9])=[O:8])[CH3:16])([CH2:19][CH3:20])[CH3:17]. Procedure details: The mixture of 2.0 gr DL-N benzensulfonyl-3 aminobutyric acid (I), 1.0 gr 2-butanol, 30 ml toluene and 0.04 gr H2SO4 (conc) was heated under reflux for ca 6 hr. The water formed in the reaction was separated by azeotropic distillation. The cooled reaction mixture was washed twice with bicarbonate 2%, and dried over magnesium sulfate. Distillation of the solvent and alcohol yield 1.8 gr procuct, confirmed by spectroscopy. Starting materials: FC1=C(CN2N=C(C=3C2=NC=CC3)C(N)=N)C=CC=C1 (1-(2-Fluorobenzyl)-1H-pyrazolo[3,4-b]pyridine-3-carboximidamide), FC(C(=O)OCC)C(C)=O (ethyl 2-fluoro-3-oxobutanoate). The product is FC=1C(=NC(=NC1C)C1=NN(C2=NC=CC=C21)CC2=C(C=CC=C2)F)O (5-Fluoro-2-[1-(2-fluorobenzyl)-1H-pyrazolo[3,4-b]pyridin-3-yl]-6-methyl-4-pyrimidinol). RXN SMILES: [F:1][C:2]1[CH:20]=[CH:19][CH:18]=[CH:17][C:3]=1[CH2:4][N:5]1[C:9]2=[N:10][CH:11]=[CH:12][CH:13]=[C:8]2[C:7]([C:14](=[NH:16])[NH2:15])=[N:6]1.[F:21][CH:22]([C:28](=O)[CH3:29])[C:23](OCC)=[O:24]>>[F:21][C:22]1[C:23]([OH:24])=[N:16][C:14]([C:7]2[C:8]3[C:9](=[N:10][CH:11]=[CH:12][CH:13]=3)[N:5]([CH2:4][C:3]3[CH:17]=[CH:18][CH:19]=[CH:20][C:2]=3[F:1])[N:6]=2)=[N:15][C:28]=1[CH3:29]. Reported procedure: The compound is prepared in analogy to example I, step 6. Starting from 650 mg (2.41 mmol) of 1-(2-fluorobenzyl)-1H-pyrazolo[3,4-b]pyridine-3-carboximidamide (example I, step 5) and ethyl 2-fluoro-3-oxobutanoate, 520 mg (60% of theory) of the product are obtained. Reported procedure: A solution of 1 g. (0.0036 mole) of 2-amino-3-(4-fluorobenzoyl)phenylacetic acid in 10 ml. of tetrahydrofuran was treated with 0.7 g. of a 50% sodium hydroxide solution (0.009 mole) and stirred under nitrogen for 15 min. before a yellow precipitate developed. The stirred mixture was cooled in an ice bath for 2 hr. The precipitate was then filtered off and air-dried. Recrystallization from tetrahydrofuran-water yielded 150 mg. (20%) of product which melted at 240°-250° C. (dec.). The solvent is O1CCCC1 (tetrahydrofuran). As a reaction SMILES: [NH2:1][C:2]1[C:7]([C:8](=[O:16])[C:9]2[CH:14]=[CH:13][C:12]([F:15])=[CH:11][CH:10]=2)=[CH:6][CH:5]=[CH:4][C:3]=1[CH2:17][C:18]([OH:20])=[O:19].[OH-].[Na+:22]>O1CCCC1>[OH2:16].[NH2:1][C:2]1[C:7]([C:8](=[O:16])[C:9]2[CH:14]=[CH:13][C:12]([F:15])=[CH:11][CH:10]=2)=[CH:6][CH:5]=[CH:4][C:3]=1[CH2:17][C:18]([O-:20])=[O:19].[Na+:22] |f:1.2,4.5.6|. Product: O.NC1=C(C=CC=C1C(C1=CC=C(C=C1)F)=O)CC(=O)[O-].[Na+] (Sodium 2-amino-3-(4-fluorobenzoyl)phenylacetate Hydrate). Starting materials: NC1=C(C=CC=C1C(C1=CC=C(C=C1)F)=O)CC(=O)O (2-amino-3-(4-fluorobenzoyl)phenylacetic acid), [OH-].[Na+] (sodium hydroxide), product. Procedure: To a solution of BOC (2R,4S)-4-[(4,4-dimethylcyclohexyl)(2,2-dimethylpropanoyl)amino]-2-{[methoxy(methyl)amino]carbonyl}pyrrolidine (670 mg, 1.44 mmol) prepared in Step B in THF (5 ml) was added methylmagnesium bromide 3M in ether solution (1.2 ml, 3.66 mmol), and the solution was stirred for 3 h. After the reaction finished, the solution was concentrated in vacuo. The residue was diluted with EtOAc, and washed with water and brine. The organic solution was dried over MgSO4, and concentrated in ... Reactants: C(=O)(OC(C)(C)C)N1[C@H](C[C@@H](C1)N(C(C(C)(C)C)=O)C1CCC(CC1)(C)C)C(=O)N(C)OC (BOC (2R,4S)-4-[(4,4-dimethylcyclohexyl)(2,2-dimethylpropanoyl)amino]-2-{[methoxy(methyl)amino]carbonyl}pyrrolidine), C[Mg]Br (methylmagnesium bromide), CCOCC (ether). Run at time 3 hour. Yield: 46.0%. Solvent: C1CCOC1 (THF). The product is C(=O)(OC(C)(C)C)N1[C@H](C[C@@H](C1)N(C(C(C)(C)C)=O)C1CCC(CC1)(C)C)C(C)=O (1-BOC-(2R,4S)-2-acetyl-4-[(4,4-dimethylcyclohexyl)(2,2-dimethylpropanoyl)amino]pyrrolidine). As a reaction SMILES: [C:1]([N:8]1[CH2:12][C@@H:11]([N:13]([CH:20]2[CH2:25][CH2:24][C:23]([CH3:27])([CH3:26])[CH2:22][CH2:21]2)[C:14](=[O:19])[C:15]([CH3:18])([CH3:17])[CH3:16])[CH2:10][C@@H:9]1[C:28](N(OC)C)=[O:29])([O:3][C:4]([CH3:7])([CH3:6])[CH3:5])=[O:2].[CH3:34][Mg]Br.CCOCC>C1COCC1>[C:1]([N:8]1[CH2:12][C@@H:11]([N:13]([CH:20]2[CH2:25][CH2:24][C:23]([CH3:26])([CH3:27])[CH2:22][CH2:21]2)[C:14](=[O:19])[C:15]([CH3:16])([CH3:18])[CH3:17])[CH2:10][C@@H:9]1[C:28](=[O:29])[CH3:34])([O:3][C:4]([CH3:5])([CH3:7])[CH3:6])=[O:2].